Dataset: the Open Reaction Database (ORD), a public repository of structured organic reaction records. Task: describe an organic reaction: reactants, conditions, products, and yield Reactants: CNCCC=1C=NC=CC1 (methyl-(2-pyridine-3-yl-ethyl)-amine), O=C1CCCC2=C1SC=C2S(=O)(=O)Cl (7-oxo-4,5,6,7-tetrahydro-benzo-[b]thiophene-3-sulfonyl chloride). Yields the product CN(S(=O)(=O)C=1C2=C(SC1)C(CCC2)=O)CCC=2C=NC=CC2 (7-Oxo-4,5,6,7-tetrahydro-benzo[b]thiophene-3-sulfonic acid methyl-(2-pyridine-3-vi-ethyl)-amide). As a reaction SMILES: [CH3:1][NH:2][CH2:3][CH2:4][C:5]1[CH:6]=[N:7][CH:8]=[CH:9][CH:10]=1.[O:11]=[C:12]1[C:17]2[S:18][CH:19]=[C:20]([S:21](Cl)(=[O:23])=[O:22])[C:16]=2[CH2:15][CH2:14][CH2:13]1>>[CH3:1][N:2]([CH2:3][CH2:4][C:5]1[CH:6]=[N:7][CH:8]=[CH:9][CH:10]=1)[S:21]([C:20]1[C:16]2[CH2:15][CH2:14][CH2:13][C:12](=[O:11])[C:17]=2[S:18][CH:19]=1)(=[O:22])=[O:23]. Procedure: From methyl-(2-pyridine-3-yl-ethyl)-amine (the compound of Preparation Example 15) (82 mg) and 7-oxo-4,5,6,7-tetrahydro-benzo-[b]thiophene-3-sulfonyl chloride (the compound of Preparation Example 7) (150 mg), the title compound (138 mg) was obtained as a colorless oily matter, in the same way as Preparation Example 41. Reactants: FC(C1CCC(CC1)=O)(F)F (4-(trifluoromethyl)cyclohexanone), C1(=CC=CC=C1)O (phenol). Solvent: Cl (HCl), CCOC(=O)C (EtOAc), C(=O)(O)[O-].[Na+] (NaHCO3). Yields the product EtOAc hexanes, FC(C1CCC(CC1)(C1=CC=C(C=C1)O)C1=CC=C(C=C1)O)(F)F (4,4′-[4-(Trifluoromethyl)cyclohexane-1,1-diyl]diphenol). Yield: 40.0%. Reaction SMILES: [F:1][C:2]([F:11])([F:10])[CH:3]1[CH2:8][CH2:7][C:6](=O)[CH2:5][CH2:4]1.[C:12]1([OH:18])[CH:17]=[CH:16][CH:15]=[CH:14][CH:13]=1>Cl.CCOC(C)=O.C([O-])(O)=O.[Na+]>[F:1][C:2]([F:11])([F:10])[CH:3]1[CH2:8][CH2:7][C:6]([C:15]2[CH:16]=[CH:17][C:12]([OH:18])=[CH:13][CH:14]=2)([C:15]2[CH:16]=[CH:17][C:12]([OH:18])=[CH:13][CH:14]=2)[CH2:5][CH2:4]1 |f:4.5|. Procedure details: A solution of 4-(trifluoromethyl)cyclohexanone (1.13 g, 6.8 mmol) and phenol (2.01 g, 21.4 mmol) in 3 mL of concentrated HCl (aq) was stirred at 40° C. for 18 h. The reaction mixture was diluted with EtOAc and saturated aqueous NaHCO3 was slowly added. The organic layer was collected and the aqueous layer was extracted twice with EtOAc. The combined organic layers were concentrated under reduced pressure. The residue was purified by flash chromatography on silica gel eluting with a gradient of 0... Run in C(C)O (ethanol), C(C)O (ethanol). Starting materials: ClC=1C=C(C(=O)OO)C=CC1 (m-chloroperoxybenzoic acid), ice, NC1=NC(=C2N=CN(C2=N1)[C@H]1C[C@H](O)[C@H](O1)CO)SN (2-Amino-9-(2-deoxy-β-D-erythro-pentofuranosyl)-9H-purine-6-sulfenamide). As a reaction SMILES: ClC1C=C(C=CC=1)C(OO)=[O:6].[NH2:12][C:13]1[N:21]=[C:20]2[C:16]([N:17]=[CH:18][N:19]2[C@@H:22]2[O:27][C@H:26]([CH2:28][OH:29])[C@@H:24]([OH:25])[CH2:23]2)=[C:15]([S:30][NH2:31])[N:14]=1>C(O)C>[NH2:12][C:13]1[N:21]=[C:20]2[C:16]([N:17]=[CH:18][N:19]2[C@@H:22]2[O:27][C@H:26]([CH2:28][OH:29])[C@@H:24]([OH:25])[CH2:23]2)=[C:15]([S:30]([NH2:31])=[O:6])[N:14]=1. Yield: 30.5%. Yields the product NC1=NC(=C2N=CN(C2=N1)[C@H]1C[C@H](O)[C@H](O1)CO)S(=O)N (2-Amino-9-(2-deoxy-β-D-erythro-pentofuranosyl)-9H-purine-6-sulfinamide). Conditions: time 15 minute. Procedure: A solution of m-chloroperoxybenzoic acid (0.50 g, 2.5 mmol) in ethanol (50 mL) was added dropwise to an ice-cooled (0°-5° C.), stirred solution of 45 (0.75 g, 2.5 mmol) in ethanol (150 mL), during 15 min. The reaction mixture was allowed to stand at room temperature overnight and the crystalline product that deposited was collected by filtration. The product was washed with ethanol (2×15 mL) and air-dried to yield 0.24 g (31%) of 46. mp 178° C. (dec.). IR (KBr): 1040, 1300 (s, S=O), 3100-3600 (N... The reactants are C1CN(CCN1CCCCOC2=CC3=C(C=C2)C=CC(=O)N3)C4=C(C(=CC=C4)Cl)Cl (dehydro-aripiprazole), CC(C)([O-])C.[K+] (potassium tert-butoxide), CC1OCCC1 (2-methyltetrahydrofuran), ClC(=O)OCCCCCC (hexyl chloroformate). Run in O (water). Conditions: time 2 hour. Yields the product C(OC1=NC2=CC(=CC=C2C=C1)OCCCCN1CCN(CC1)C1=C(C(=CC=C1)Cl)Cl)(OCCCCCC)=O (7-(4-(4-(2,3-dichlorophenyl)piperazin-1-yl)butoxy)quinolin-2-yl hexyl carbonate). As a reaction SMILES: [CH2:1]1[N:6]([CH2:7][CH2:8][CH2:9][CH2:10][O:11][C:12]2[CH:17]=[CH:16][C:15]3[CH:18]=[CH:19][C:20]([NH:22][C:14]=3[CH:13]=2)=[O:21])[CH2:5][CH2:4][N:3]([C:23]2[CH:28]=[CH:27][CH:26]=[C:25]([Cl:29])[C:24]=2[Cl:30])[CH2:2]1.CC(C)([O-])C.[K+].CC1CCCO1.Cl[C:44]([O:46][CH2:47][CH2:48][CH2:49][CH2:50][CH2:51][CH3:52])=[O:45]>O>[C:44](=[O:45])([O:46][CH2:47][CH2:48][CH2:49][CH2:50][CH2:51][CH3:52])[O:21][C:20]1[CH:19]=[CH:18][C:15]2[C:14](=[CH:13][C:12]([O:11][CH2:10][CH2:9][CH2:8][CH2:7][N:6]3[CH2:5][CH2:4][N:3]([C:23]4[CH:28]=[CH:27][CH:26]=[C:25]([Cl:29])[C:24]=4[Cl:30])[CH2:2][CH2:1]3)=[CH:17][CH:16]=2)[N:22]=1 |f:1.2|. Procedure details: To a mixture of dehydro-aripiprazole (1.5 g, 3.4 mmol), potassium tert-butoxide (0.75 g, 6.7 mmol) and 2-methyltetrahydrofuran (30 mL) at 0° C. was added hexyl chloroformate (1.32 mL, 8.1 mmol). The reaction mixture was stirred for 2 h, allowed to self warm to room temperature and stirred for a further 4 h. The reaction mixture was then diluted with water and extracted with ethyl acetate. The organic phase was dried over MgSO4, filtered and evaporated. The residue was further purified on silica ... The reactants are COC1=C(C2=CC=CC=C2C=C1OC)C(=O)O (2,3-dimethoxy-1-naphthalenecarboxylic acid). The reagents and catalysts are [Pd] (Pd/C). The solvent is CC(=O)O (HOAc). Run at time 11 hour. Product: COC1=C(C=2CCCCC2C=C1OC)C(=O)O (2,3-Dimethoxy-5,6,7,8-tetrahydro-1-naphthalenecarboxylic acid). Isolated yield 72.0%. As a reaction SMILES: [CH3:1][O:2][C:3]1[C:12]([O:13][CH3:14])=[CH:11][C:10]2[C:5](=[CH:6][CH:7]=[CH:8][CH:9]=2)[C:4]=1[C:15]([OH:17])=[O:16]>CC(O)=O.[Pd]>[CH3:1][O:2][C:3]1[C:12]([O:13][CH3:14])=[CH:11][C:10]2[CH2:9][CH2:8][CH2:7][CH2:6][C:5]=2[C:4]=1[C:15]([OH:17])=[O:16]. Procedure: A mixture of 2,3-dimethoxy-1-naphthalenecarboxylic acid (2.21 g, 9.52 mmol) and 10% Pd/C (0.53 g) in HOAc (50 mL) was hydrogenated on a Parr apparatus at 60° C. and 50 psi for 11 h. After filtration through diatomaceous earth, the solvent was removed under reduced pressure, and water was added. The precipitate was filtered and washed with water to give the product as a white solid (1.62 g, 72%). 1H NMR (DMSO-d6) δ 12.99 (s, 1H), 6.77 (s,1H), 3.77 (s, 3H), 3.68 (s, 3H), 2.67 (s, 2H), 2.50 (s, 2H)... Starting materials: Hastelloy, O=C(CC(=O)OC)CC (methyl 3-oxopentanoate), CO (methanol), Ru2Cl4 ((+)-(T)BINAP)2Et3N, [H][H] (hydrogen). Reagents/catalysts: [Ru] (ruthenium). The solvent is C(Cl)Cl (methylene chloride). The product is O[C@@H](CC(=O)OC)CC (methyl (R)-3-hydroxypentanoate). The yield is 98.1%. RXN SMILES: [O:1]=[C:2]([CH2:8][CH3:9])[CH2:3][C:4]([O:6][CH3:7])=[O:5].CO.[H][H]>C(Cl)Cl.[Ru]>[OH:1][C@H:2]([CH2:8][CH3:9])[CH2:3][C:4]([O:6][CH3:7])=[O:5]. Procedure details: Into a 200-ml autoclave (made of Hastelloy) were introduced 50 g of methyl 3-oxopentanoate (manufactured by Wacker Chemicals Co., Ltd.) and 75 ml of methanol. The atmosphere in the autoclave was replaced with nitrogen gas. Thereto was added a solution prepared by dissolving 325 mg of Ru2Cl4 ((+)-(T)BINAP)2Et3N as a ruthenium-optically active phosphine complex in 3.8 ml of methylene chloride. Asymmetric hydrogenation was conducted at a reaction temperature of 30° C. and a hydrogen pressure of 30 ... The reactants are Cc1cc(N)cc(B2OC(C)(C)C(C)(C)O2)c1, CS(=O)(=O)O, CCOC(C)=O, COc1nc(Cl)ncc1F, C1COCCO1. The product is COc1nc(Nc2cc(C)cc(B3OC(C)(C)C(C)(C)O3)c2)ncc1F. RXN SMILES: [CH3:11][c:12]1[cH:13][c:14]([NH2:15])[cH:16][c:17]([B:19]2[O:20][C:21]([CH3:26])([CH3:27])[C:22]([CH3:24])([CH3:25])[O:23]2)[cH:18]1.[CH3:34][S:35](=[O:36])(=[O:37])[OH:38].[CH3:39][CH2:40][O:41][C:42](=[O:43])[CH3:44].[Cl:1][c:2]1[n:3][cH:4][c:5]([F:10])[c:6]([O:8][CH3:9])[n:7]1.[O:28]1[CH2:29][CH2:30][O:31][CH2:32][CH2:33]1>>[c:2]1([NH:15][c:14]2[cH:13][c:12]([CH3:11])[cH:18][c:17]([B:19]3[O:20][C:21]([CH3:26])([CH3:27])[C:22]([CH3:24])([CH3:25])[O:23]3)[cH:16]2)[n:3][cH:4][c:5]([F:10])[c:6]([O:8][CH3:9])[n:7]1.